Dataset: the Open Reaction Database (ORD), a public repository of structured organic reaction records. Task: describe an organic reaction: reactants, conditions, products, and yield Starting materials: Cl (HCl), C([O-])(O)=O.[Na+] (sodium bicarbonate), solution, C[Mg]I (MeMgI), ClC1=CC(=NC=C1)C#N (4-chloro-2-pyridinecarbonitrile). Run in CCOCC (ether), C1=CC=CC=C1 (benzene), CCOCC (ether). Conditions: time 0.5 hour. Yields the product C(C)(=O)C1=NC=CC(=C1)Cl (2-acetyl-4-chloropyridine). The yield is 60.0%. As a reaction SMILES: [Cl:1][C:2]1[CH:7]=[CH:6][N:5]=[C:4](C#N)[CH:3]=1.[CH3:10][Mg]I.Cl.[C:14](=[O:17])(O)[O-].[Na+]>C1C=CC=CC=1.CCOCC>[C:14]([C:4]1[CH:3]=[C:2]([Cl:1])[CH:7]=[CH:6][N:5]=1)(=[O:17])[CH3:10] |f:3.4|. Procedure details: To a solution of 4-chloro-2-pyridinecarbonitrile (5.35 g, 38.6 mmol) in benzene (50 ml) and ether (50 ml) cooled to 0° C. was added dropwise over 20 min a 2M solution of MeMgI in ether (23 ml, 46.3 mmol). After 0.5 h, the mixture was allowed to warm to ambient temperature, and stirring continued for 2 h. The mixture was cooled to 0° C. and 2M aqueous HCl (100 ml) added. The mixture was made basic with saturated aqueous sodium bicarbonate (˜80 ml) and the organic layer separated and dried (MgSO4)...